Dataset: the Open Reaction Database (ORD), a public repository of structured organic reaction records. Task: describe an organic reaction: reactants, conditions, products, and yield Conditions: time 2 hour. Product: ClC(=O)CN1C(=O)N=C(NC(=O)OCC2=CC=CC=C2)C=C1 (1-(Chlorocarbonylmethyl)-N4 -(benzyloxycarbonyl)cytosine). Reported procedure: Oxalyl chloride (6.3 g, 50 mmol) is added dropwise over 5 minutes to a solution of 1-(carboxymethyl)-N4 -(benzyloxycarbonyl)cytosine (15.3 g, 50 mmol) dissolved in dichloromethane (200 mL). The reaction is stirred until gas evolution has ceased and then for an additional 2 hours. The reaction mixture is evaporated to an oil. The reactants are C(C(=O)Cl)(=O)Cl (Oxalyl chloride), C(=O)(O)CN1C(=O)N=C(NC(=O)OCC2=CC=CC=C2)C=C1 (1-(carboxymethyl)-N4 -(benzyloxycarbonyl)cytosine). Solvent: ClCCl (dichloromethane). As a reaction SMILES: [C:1](Cl)(=O)[C:2]([Cl:4])=[O:3].C(C[N:11]1[CH:28]=[CH:27][C:15]([NH:16][C:17]([O:19][CH2:20][C:21]2[CH:26]=[CH:25][CH:24]=[CH:23][CH:22]=2)=[O:18])=[N:14][C:12]1=[O:13])(O)=O>ClCCl>[Cl:4][C:2]([CH2:1][N:11]1[CH:28]=[CH:27][C:15]([NH:16][C:17]([O:19][CH2:20][C:21]2[CH:22]=[CH:23][CH:24]=[CH:25][CH:26]=2)=[O:18])=[N:14][C:12]1=[O:13])=[O:3]. Reactants: O=C([O-])[O-], CCCC[N+](CCCC)(CCCC)CCCC, Cc1ccccc1, COC(=O)Cc1cc(C(F)(F)F)cc(C(F)(F)F)c1, [I-], [K+], [K+]. The product is C=C(C(=O)OC)c1cc(C(F)(F)F)cc(C(F)(F)F)c1. RXN SMILES: [C:20](=[O:21])([O-:22])[O-:23].[CH2:27]([N+:28]([CH2:29][CH2:30][CH2:31][CH3:32])([CH2:33][CH2:34][CH2:35][CH3:36])[CH2:37][CH2:38][CH2:39][CH3:40])[CH2:41][CH2:42][CH3:43].[CH3:44][c:45]1[cH:46][cH:47][cH:48][cH:49][cH:50]1.[F:1][C:2]([c:3]1[cH:4][c:5]([CH2:13][C:14](=[O:15])[O:16][CH3:17])[cH:6][c:7]([C:9]([F:10])([F:11])[F:12])[cH:8]1)([F:18])[F:19].[I-:26].[K+:24].[K+:25]>>[F:1][C:2]([c:3]1[cH:4][c:5]([C:13]([C:14](=[O:15])[O:16][CH3:17])=[CH2:20])[cH:6][c:7]([C:9]([F:10])([F:11])[F:12])[cH:8]1)([F:18])[F:19]. As a reaction SMILES: [O:1]([C:8]1[CH:9]=[C:10]([OH:14])[CH:11]=[CH:12][CH:13]=1)[C:2]1[CH:7]=[CH:6][CH:5]=[CH:4][CH:3]=1.C(=O)([O-])[O-].[K+].[K+].Cl[CH:22]([O:28][C:29]1[N:34]=[C:33]([CH3:35])[CH:32]=[C:31]([CH3:36])[N:30]=1)[C:23]([O:25][CH2:26]C)=[O:24].O>C(#N)C>[O:1]([C:8]1[CH:9]=[C:10]([CH:11]=[CH:12][CH:13]=1)[O:14][CH:22]([O:28][C:29]1[N:30]=[C:31]([CH3:36])[CH:32]=[C:33]([CH3:35])[N:34]=1)[C:23]([O:25][CH3:26])=[O:24])[C:2]1[CH:3]=[CH:4][CH:5]=[CH:6][CH:7]=1 |f:1.2.3|. The yield is 48.7%. Procedure details: 3-Phenoxyphenol (1.0 g, 5.4 mmol) was placed in a flask with potassium carbonate (0.90 g, 6.5 mmol) and 20 mL of acetonitrile and to this was added dropwise with stirring at ambient temperature, a solution of ethyl 2-chloro-2-(4,6-dimethyl-2-pyrimidinyloxy)acetate (1.40 g, 5.7 mmol) in 5 mL of acetonitrile. The mixture was allowed to stir overnight and was then added to water and the resulting mixture was extracted 3 times with ether. The ethereal solution was extracted 2 times with 1N aqueous s... Run in C(C)#N (acetonitrile), C(C)#N (acetonitrile). Product: O(C1=CC=CC=C1)C=1C=C(OC(C(=O)OC)OC2=NC(=CC(=N2)C)C)C=CC1 (Methyl 2-(3-Phenoxyphenoxy)-2-(4,6-dimethyl-2-pyrimidinyloxy)acetate). The reactants are O (water), O(C1=CC=CC=C1)C=1C=C(C=CC1)O (3-Phenoxyphenol), C([O-])([O-])=O.[K+].[K+] (potassium carbonate), ClC(C(=O)OCC)OC1=NC(=CC(=N1)C)C (ethyl 2-chloro-2-(4,6-dimethyl-2-pyrimidinyloxy)acetate). Reactants: CC(C)(C)OC(=O)N1CCCC(c2cccc(N)c2)C1, CN(C)c1ccccn1, O=S(=O)(Cl)c1ccc(OC(F)(F)F)cc1, O=S(=O)(Cl)c1ccccc1OC(F)(F)F, C1CCOC1. Product: CC(C)(C)OC(=O)N1CCCC(c2cccc(NS(=O)(=O)c3ccc(OC(F)(F)F)cc3)c2)C1. Reaction SMILES: [C:1]([CH3:2])([CH3:3])([CH3:4])[O:5][C:6](=[O:7])[N:8]1[CH2:9][CH:10]([c:14]2[cH:15][c:16]([NH2:20])[cH:17][cH:18][cH:19]2)[CH2:11][CH2:12][CH2:13]1.[CH3:21][N:22]([c:23]1[cH:24][cH:25][cH:26][cH:27][n:28]1)[CH3:29].[F:30][C:31]([O:32][c:33]1[cH:34][cH:35][c:36]([S:39](=[O:40])(=[O:41])[Cl:42])[cH:37][cH:38]1)([F:43])[F:44].[F:45][C:46]([F:47])([F:48])[O:49][c:50]1[cH:51][cH:52][cH:53][cH:54][c:55]1[S:56]([Cl:57])(=[O:58])=[O:59].[O:60]1[CH2:61][CH2:62][CH2:63][CH2:64]1>>[C:1]([CH3:2])([CH3:3])([CH3:4])[O:5][C:6](=[O:7])[N:8]1[CH2:9][CH:10]([c:14]2[cH:15][c:16]([NH:20][S:39]([c:36]3[cH:35][cH:34][c:33]([O:32][C:31]([F:30])([F:43])[F:44])[cH:38][cH:37]3)(=[O:40])=[O:41])[cH:17][cH:18][cH:19]2)[CH2:11][CH2:12][CH2:13]1. The reactants are N1C=C(C2=CC=CC=C12)C(C)=O (1-(1H-indol-3-yl)ethanone), N(=[N+]=[N-])CCCN1C(C(C2=CC(=CC=C12)C)=O)=O (1-(3-azidopropyl)-5-methylindoline-2,3-dione), CNC (dimethyl amine). The solvent is CO (methanol). Run at temperature 130 celsius. Product: N1C=C(C2=CC=CC=C12)C(CC1(C(N(C2=CC=C(C=C12)C)CCCN=[N+]=[N-])=O)O)=O (3-(2-(1H-indol-3-yl)-2-oxoethyl)-1-(3-azidopropyl)-3-hydroxy-5-methylindolin-2-one). Reaction SMILES: [NH:1]1[C:9]2[C:4](=[CH:5][CH:6]=[CH:7][CH:8]=2)[C:3]([C:10](=[O:12])[CH3:11])=[CH:2]1.[N:13]([CH2:16][CH2:17][CH2:18][N:19]1[C:27]2[C:22](=[CH:23][C:24]([CH3:28])=[CH:25][CH:26]=2)[C:21](=[O:29])[C:20]1=[O:30])=[N+:14]=[N-:15].CNC>CO>[NH:1]1[C:9]2[C:4](=[CH:5][CH:6]=[CH:7][CH:8]=2)[C:3]([C:10](=[O:12])[CH2:11][C:21]2([OH:29])[C:22]3[C:27](=[CH:26][CH:25]=[C:24]([CH3:28])[CH:23]=3)[N:19]([CH2:18][CH2:17][CH2:16][N:13]=[N+:14]=[N-:15])[C:20]2=[O:30])=[CH:2]1. Reported procedure: To a clean Biotage microwave vial was added 1-(1H-indol-3-yl)ethanone (0.023 grams, 0.143 mmol, purchased from Fisher Scientific), 1-(3-azidopropyl)-5-methylindoline-2,3-dione (0.02 grams, 0.082 mmol) and 0.27 mL of methanol. After the addition of 9.0 μL of dimethyl amine (40% by weight solution in water, purchased from Fisher Scientific), the vial was sealed and heated in a Biotage Initiator for ten minutes at 130° C. It was then concentrated and purified using a Teledyne ISCO hexanes/ethyl ace... Reactants: ClC1=C2CCC(NC2=CC=C1)=O (5-chloro-3,4-dihydroquinolin-2(1H)-one), [C-]#N.[Na+] (sodium cyanide). Reagents/catalysts: [Ni](Br)Br (nickel bromide). Run in CN1C(CCC1)=O (N-methyl-2-pyrrolidone), O (water). Conditions: temperature 200 celsius. Yields the product O=C1NC=2C=CC=C(C2CC1)C#N (2-oxo-1,2,3,4-tetrahydroquinoline-5-carbonitrile). Reaction SMILES: Cl[C:2]1[CH:11]=[CH:10][CH:9]=[C:8]2[C:3]=1[CH2:4][CH2:5][C:6](=[O:12])[NH:7]2.[C-:13]#[N:14].[Na+]>CN1CCCC1=O.O.[Ni](Br)Br>[O:12]=[C:6]1[CH2:5][CH2:4][C:3]2[C:2]([C:13]#[N:14])=[CH:11][CH:10]=[CH:9][C:8]=2[NH:7]1 |f:1.2|. Reported procedure: To a stirred solution of 5-chloro-3,4-dihydroquinolin-2(1H)-one (143-4; 1.8 g, 0.0099 mol) and nickel bromide (2.15 g, 0.0099 mol) in N-methyl-2-pyrrolidone (10 mL) was added sodium cyanide (0.97 g, 0.0198 mol) portion wise at room temperature. Reaction mixture was heated at 200° C. for 10 min under microwave irradiation. The reaction mixture was diluted with water (50 mL) and extracted with ethyl acetate (2×100 mL). The combined organic layer was washed with saturated aqueous sodium chloride so...